This data is from the Open Reaction Database (ORD), a public repository of structured organic reaction records. The task is: describe an organic reaction: reactants, conditions, products, and yield Reactants: CC(C)=O, Clc1ncnc2ccccc12, NCCCOc1cccc(CN2CCCCC2)c1. Product: c1cc(CN2CCCCC2)cc(OCCCNc2ncnc3ccccc23)c1. RXN SMILES: [CH3:30][C:31](=[O:32])[CH3:33].[Cl:19][c:20]1[n:21][cH:22][n:23][c:24]2[cH:25][cH:26][cH:27][cH:28][c:29]12.[N:1]1([CH2:7][c:8]2[cH:9][c:10]([O:11][CH2:12][CH2:13][CH2:14][NH2:15])[cH:16][cH:17][cH:18]2)[CH2:2][CH2:3][CH2:4][CH2:5][CH2:6]1>>[N:1]1([CH2:7][c:8]2[cH:9][c:10]([O:11][CH2:12][CH2:13][CH2:14][NH:15][c:20]3[n:21][cH:22][n:23][c:24]4[cH:25][cH:26][cH:27][cH:28][c:29]34)[cH:16][cH:17][cH:18]2)[CH2:2][CH2:3][CH2:4][CH2:5][CH2:6]1. The reactants are C(C)(=O)NCC1CC=2C(=C3C=CC(NC3=C(C2)C)=O)O1 (2-(N-Acetylaminomethyl)-5-methyl-2,3,6,7-tetrahydrofuro[2,3-f]quinoline-7-one), ClC=1C(C(=C(C(C1Cl)=O)C#N)C#N)=O (2,3-dichloro-5,6-dicyano -1,4-benzoquinone). The solvent is C(C)(=O)O (acetic acid). Reaction conditions: temperature 60 celsius, time 1 hour. Yields the product C(C)(=O)NCC1=CC=2C(=C3C=CC(NC3=C(C2)C)=O)O1 (2-(N-acetylaminomethyl) -6,7-dihydro-5-methylfuro[2,3-f]quinoline-7-one). The yield is 74.3%. As a reaction SMILES: [C:1]([NH:4][CH2:5][CH:6]1[O:20][C:9]2=[C:10]3[C:15](=[C:16]([CH3:18])[CH:17]=[C:8]2[CH2:7]1)[NH:14][C:13](=[O:19])[CH:12]=[CH:11]3)(=[O:3])[CH3:2].ClC1C(=O)C(C#N)=C(C#N)C(=O)C=1Cl>C(O)(=O)C>[C:1]([NH:4][CH2:5][C:6]1[O:20][C:9]2=[C:10]3[C:15](=[C:16]([CH3:18])[CH:17]=[C:8]2[CH:7]=1)[NH:14][C:13](=[O:19])[CH:12]=[CH:11]3)(=[O:3])[CH3:2]. Procedure: 2-(N-Acetylaminomethyl)-5-methyl-2,3,6,7-tetrahydrofuro[2,3-f]quinoline-7-one (750 mg) was suspended in acetic acid (15 ml), to which 2,3-dichloro-5,6-dicyano -1,4-benzoquinone (782 mg) was added. The mixture was stirred at 60° C. for 1 hour. The solvent was distilled off under reduced pressure. To the residue, aqueous 1N NaOH solution (50 ml) was added. Precipitated crystals were collected. As a result, 553 mg of 2-(N-acetylaminomethyl) -6,7-dihydro-5-methylfuro[2,3-f]quinoline-7-one (74.3%) wa... The reactants are 43, [Na][Na] (disodium), NC1=C(C(=C(C=2C(C3=CC=CC=C3C(C12)=O)=O)N)S(=O)(=O)O)S(=O)(=O)O (1,4-diaminoanthraquinone-2,3-disulfonic acid), C(C)(=O)NC1=CC=C(C=C1)O (p-acetylaminophenol), C([O-])([O-])=O.[K+].[K+] (potassium carbonate). The solvent is O (water), O (water), Cl (hydrochloric acid), CN(C=O)C (dimethylformamide). Conditions: temperature 140 celsius, time 3 hour. Product: NC1=C(C(=C(C=2C(C3=CC=CC=C3C(C12)=O)=O)N)S(=O)(=O)O)OC1=CC=C(C=C1)N (1,4-diamino-2-(4'-aminophenoxy)anthraquinone-3-sulfonic acid). Reaction SMILES: [Na][Na].[NH2:3][C:4]1[C:17]2[C:16](=[O:18])[C:15]3[C:10](=[CH:11][CH:12]=[CH:13][CH:14]=3)[C:9](=[O:19])[C:8]=2[C:7]([NH2:20])=[C:6]([S:21]([OH:24])(=[O:23])=[O:22])[C:5]=1S(O)(=O)=O.C([NH:32][C:33]1[CH:38]=[CH:37][C:36]([OH:39])=[CH:35][CH:34]=1)(=O)C.C(=O)([O-])[O-].[K+].[K+]>O.Cl.CN(C)C=O>[NH2:3][C:4]1[C:17]2[C:16](=[O:18])[C:15]3[C:10](=[CH:11][CH:12]=[CH:13][CH:14]=3)[C:9](=[O:19])[C:8]=2[C:7]([NH2:20])=[C:6]([S:21]([OH:24])(=[O:23])=[O:22])[C:5]=1[O:39][C:36]1[CH:37]=[CH:38][C:33]([NH2:32])=[CH:34][CH:35]=1 |f:3.4.5|. Reported procedure: A mixture of 43 parts of disodium salt of 1,4-diaminoanthraquinone-2,3-disulfonic acid, 30 parts of p-acetylaminophenol, 11 parts of potassium carbonate and 80 parts of dimethylformamide was stirred at 140° C for 3 hours. This reaction solution was poured into 1000 parts of water. The mixture was filtered to remove insoluble components. 300 parts of sodium chloride was added to the filtrate and was filtered again. The cake was washed with 500 parts of a 20% aqueous solution of sodium chloride. T... Starting materials: BrC=1C(=NC=C(N1)Br)OC (3,5-dibromo-2-methoxypyrazine), O.NN (hydrazine hydrate). The solvent is C(C)O (ethanol). Reaction conditions: temperature 80 celsius. Product: BrC=1N=C(C(=NC1)OC)NN (5-Bromo-3-hydrazinyl-2-methoxypyrazine). RXN SMILES: Br[C:2]1[C:3]([O:9][CH3:10])=[N:4][CH:5]=[C:6]([Br:8])[N:7]=1.O.[NH2:12][NH2:13]>C(O)C>[Br:8][C:6]1[N:7]=[C:2]([NH:12][NH2:13])[C:3]([O:9][CH3:10])=[N:4][CH:5]=1 |f:1.2|. Procedure details: A 100 mL round bottom flask was charged with 3,5-dibromo-2-methoxypyrazine (0.50 g, 1.9 mmol), hydrazine hydrate (0.47 g, 9.4 mmol) and ethanol (5 mL). The resulting mixture was heated at 80° C. for 4 h. TLC indicated a complete conversion. Work-up: the reaction solution was concentrated in vacuo, to afford 0.5 g (crude) of the product as a brown solid, which was used in the next step without further purification. As a reaction SMILES: [CH2:16]1[O:17][CH2:18][CH2:19][CH2:20]1.[CH3:11][OH:12].[Cl:13][CH2:14][Cl:15].[N:1]1([CH:6]([C:7](=[O:8])[NH2:9])[CH3:10])[CH2:2][CH2:3][CH2:4][CH2:5]1>>[N:1]1([CH:6]([CH2:7][NH2:9])[CH3:10])[CH2:2][CH2:3][CH2:4][CH2:5]1. The reactants are C1CCOC1, CO, ClCCl, CC(C(N)=O)N1CCCC1. Yields the product CC(CN)N1CCCC1. Reactants: C12(C(C)(C)C(=C)C(CC1)C2)[Li] (1-camphenyllithium), [Cl-].[Zn+2].[Cl-] (zincchloride). The solvent is CCCCC (n-pentane), C(C)OCC (diethylether). Reaction conditions: temperature -78 celsius, time 3 hour. The product is C12(C(C)(C)C(=C)C(CC1)C2)[Zn]C21C(C)(C)C(=C)C(CC2)C1 (bis(1-camphenyl)zinc). As a reaction SMILES: [C:1]12([Li])[CH2:10][CH:7]([CH2:8][CH2:9]1)[C:5](=[CH2:6])[C:2]2([CH3:4])[CH3:3].[Cl-].[Zn+2:13].[Cl-]>CCCCC.C(OCC)C>[C:1]12([Zn:13][C:1]34[CH2:10][CH:7]([CH2:8][CH2:9]3)[C:5](=[CH2:6])[C:2]4([CH3:4])[CH3:3])[CH2:10][CH:7]([CH2:8][CH2:9]1)[C:5](=[CH2:6])[C:2]2([CH3:4])[CH3:3] |f:1.2.3|. Reported procedure: Thiele et al. Anorg. Allg. Chem. Chem. 1988, 561, 73. To a stirred suspension of 18.4 g 1-camphenyllithium in 250 mL n-pentane is added dropwise a solution of 9 g zincchloride in 300 mL diethylether at room temperature (keep the speed of addition in such a way that the solution is boiling smoothly). This reaction mixture is stirred for 3 h and is subsequently allowed to stand overnight. The precipitated LiCl is filtered off and the solvent of the filtrate is completely removed. The residue is so... Reactants: C(C)=O (acetaldehyde), C=O (formaldehyde), C1(=CC=CC=C1)S(=O)(=O)C[C@H]1[C@H](CC[C@H](C1)NC(C)C)N1C(C=C(CC1)C1=CC(=CC=C1)C(F)(F)F)=O ([(1S, 2R, 4R)-2-benzenesulfonylmethyl-4-isopropylamino-cyclohexyl)-4-(3-trifluoromethylphenyl)-5,6-dihydro-1H-pyridin-2-one). The product is C1(=CC=CC=C1)S(=O)(=O)C[C@H]1[C@H](CC[C@H](C1)N(CC)C(C)C)N1C(C=C(CC1)C1=CC(=CC=C1)C(F)(F)F)=O (1-[(1S,2R,4R)-2-benzenesulfonylmethyl-4-(isopropyl-ethyl-amino)cyclohexyl]-4-(3-trifluoromethyl-phenyl)-5,6-dihydro-1H-pyridin-2-one). As a reaction SMILES: [CH:1](=O)[CH3:2].C=O.[C:6]1([S:12]([CH2:15][C@@H:16]2[CH2:21][C@H:20]([NH:22][CH:23]([CH3:25])[CH3:24])[CH2:19][CH2:18][C@@H:17]2[N:26]2[CH2:31][CH2:30][C:29]([C:32]3[CH:37]=[CH:36][CH:35]=[C:34]([C:38]([F:41])([F:40])[F:39])[CH:33]=3)=[CH:28][C:27]2=[O:42])(=[O:14])=[O:13])[CH:11]=[CH:10][CH:9]=[CH:8][CH:7]=1>>[C:6]1([S:12]([CH2:15][C@@H:16]2[CH2:21][C@H:20]([N:22]([CH:23]([CH3:25])[CH3:24])[CH2:1][CH3:2])[CH2:19][CH2:18][C@@H:17]2[N:26]2[CH2:31][CH2:30][C:29]([C:32]3[CH:37]=[CH:36][CH:35]=[C:34]([C:38]([F:41])([F:39])[F:40])[CH:33]=3)=[CH:28][C:27]2=[O:42])(=[O:13])=[O:14])[CH:11]=[CH:10][CH:9]=[CH:8][CH:7]=1. Procedure: Following the procedure of Example 104 but substituting acetaldehyde for aqueous formaldehyde, 1-([(1S, 2R, 4R)-2-benzenesulfonylmethyl-4-isopropylamino-cyclohexyl)-4-(3-trifluoromethylphenyl)-5,6-dihydro-1H-pyridin-2-one (43 mg, 0.08 mmol) was converted to the title product (45 mg) as a white glassy solid. MS found: (M+H)+=563.29. Starting materials: CC1(C)CCc2ccc(C(=O)O)nc2C1, CC(O)(CN)C1CC1. The product is CC1(C)CCc2ccc(C(=O)NCC(C)(O)C3CC3)nc2C1. Reaction SMILES: [CH3:1][C:2]1([CH3:15])[CH2:3][CH2:4][c:5]2[cH:6][cH:7][c:8]([C:12](=[O:13])[OH:14])[n:9][c:10]2[CH2:11]1.[NH2:16][CH2:17][C:18]([OH:19])([CH:20]1[CH2:21][CH2:22]1)[CH3:23]>>[CH3:1][C:2]1([CH3:15])[CH2:3][CH2:4][c:5]2[cH:6][cH:7][c:8]([C:12](=[O:14])[NH:16][CH2:17][C:18]([OH:19])([CH:20]3[CH2:21][CH2:22]3)[CH3:23])[n:9][c:10]2[CH2:11]1. Starting materials: 2-Me THF, FC1=C(C(=O)O)C=CC(=C1)C(F)(F)F (2-fluoro-4-(trifluoromethyl)benzoic acid), COC1=NC=CC(=C1)N (2-methoxypyridin-4-amine), TEA, C1CCCCC1 (Cyclohexane), C(CC)P1(OP(OP(O1)(=O)CCC)(=O)CCC)=O (T3P), 2-Me THF, 1. Run in [Cl-].[Na+].O (Brine), 2-Me THF, O (water). Conditions: temperature 35 celsius, time 2 hour. Yields the product FC1=C(C(=O)NC2=CC(=NC=C2)OC)C=CC(=C1)C(F)(F)F (2-fluoro-N-(2-methoxypyridin-4-yl)-4-(trifluoromethyl)benzamide). The yield is 82.8%. As a reaction SMILES: [F:1][C:2]1[CH:10]=[C:9]([C:11]([F:14])([F:13])[F:12])[CH:8]=[CH:7][C:3]=1[C:4]([OH:6])=O.[CH3:15][O:16][C:17]1[CH:22]=[C:21]([NH2:23])[CH:20]=[CH:19][N:18]=1.C(P1(=O)OP(CCC)(=O)OP(CCC)(=O)O1)CC.C1CCCCC1>O.[Cl-].[Na+].O>[F:1][C:2]1[CH:10]=[C:9]([C:11]([F:14])([F:13])[F:12])[CH:8]=[CH:7][C:3]=1[C:4]([NH:23][C:21]1[CH:20]=[CH:19][N:18]=[C:17]([O:16][CH3:15])[CH:22]=1)=[O:6] |f:5.6.7|. Procedure: A 50 liter jacketed glass reactor was fitted with an N2 inlet, a mechanical stirrer, and a condenser. With the stirrer set to 150 rpm and the jacket temperature set at 40° C., 2-Me-THF (6.000 L, 3.0 vol), 2-fluoro-4-(trifluoromethyl)benzoic acid (2000 g, 9.610 mol), 2-methoxypyridin-4-amine (1.278 kg, 10.09 mol), and TEA (2.917 kg, 4.018 L, 28.83 mol) were added to the reactor, which resulted in a slightly hazy, light amber solution. The reactor was switched to reaction control and heated to 35°...